Dataset: the Open Reaction Database (ORD), a public repository of structured organic reaction records. Task: describe an organic reaction: reactants, conditions, products, and yield Reactants: FC=1C=C(C=CC1F)[N+](=O)[O-] (3,4-difluoronitrobenzene), Cl.C1(=CC=CC=C1)C(N1CC(C1)O)C1=CC=CC=C1 (1-(Diphenylmethyl)-3-azetidinol hydrochloride), Cl (HCl), P(=O)(O)([O-])[O-].[K+].[K+] (Dipotassium hydrogen phosphate). The reagents and catalysts are [OH-].[OH-].[Pd+2] (Palladium hydroxide on carbon). Run in CO (methanol), CO.C(Cl)(Cl)Cl (methanol chloroform), CO.C(Cl)(Cl)Cl (methanol chloroform), O (water). Conditions: time 16 hour. Yields the product FC=1C=C(C=CC1N1CC(C1)O)[N+](=O)[O-] (3-fluoro-4-(3-hydroxy-1-azetidinyl)nitrobenzene). Yield: 64.7%. As a reaction SMILES: Cl.C1(C(C2C=CC=CC=2)[N:9]2[CH2:12][CH:11]([OH:13])[CH2:10]2)C=CC=CC=1.Cl.P([O-])([O-])(O)=O.[K+].[K+].[F:28][C:29]1[CH:30]=[C:31]([N+:36]([O-:38])=[O:37])[CH:32]=[CH:33][C:34]=1F>CO.O.[OH-].[OH-].[Pd+2].CO.C(Cl)(Cl)Cl>[F:28][C:29]1[CH:30]=[C:31]([N+:36]([O-:38])=[O:37])[CH:32]=[CH:33][C:34]=1[N:9]1[CH2:12][CH:11]([OH:13])[CH2:10]1 |f:0.1,3.4.5,9.10.11,12.13|. Procedure: 1-(Diphenylmethyl)-3-azetidinol hydrochloride (2.000 g, 7.29 mmol) was dissolved in methanol (75 mL) and treated with 6N HCl (1.20 mL, 7.29 mmol). Palladium hydroxide on carbon (0.200 g) was then added under a nitrogen stream. The reaction mixture was then shaken on a Parr apparatus under 40 psi of H2. After 16 h, TLC analysis (5% methanol/chloroform) revealed the starting material was consumed. The reaction mixture was filtered through Celite® and concentrated under reduced pressure to an amber...